From a dataset of the Open Reaction Database (ORD), a public repository of structured organic reaction records. describe an organic reaction: reactants, conditions, products, and yield The reactants are O, O=C(O)C1CCCCC1, O=C(O)c1ccccc1. Yields the product O=C(c1ccccc1)C1CCCCC1. As a reaction SMILES: [OH2:19].[OH:10][C:11](=[O:12])[CH:13]1[CH2:14][CH2:15][CH2:16][CH2:17][CH2:18]1.[OH:1][C:2](=[O:3])[c:4]1[cH:5][cH:6][cH:7][cH:8][cH:9]1>>[C:2](=[O:3])([c:4]1[cH:5][cH:6][cH:7][cH:8][cH:9]1)[CH:13]1[CH2:14][CH2:15][CH2:16][CH2:17][CH2:18]1. Starting materials: solution, C[Si](C)(C)C=[N+]=[N-] (trimethylsilyldiazomethane), CN1CCC(CC1)OC1C2=NC(=C(N2CCC2=C1C=CC=C2)C(=O)O)C2=CC=CC=C2 (4-(1-methylpiperidin-4-yloxy)-2-phenyl-9,10-dihydro-4H-3,10a-diaza-benzo[f]azulene-1-carboxylic acid), solution, C[Si](C)(C)C=[N+]=[N-] (trimethylsilyldiazomethane), O (Water). Solvent: C(Cl)Cl (CH2Cl2), CO (MeOH), C(Cl)Cl (CH2Cl2). Reaction conditions: temperature 45 celsius, time 2 hour. Product: COC(=O)C1=C(N=C2C(C3=C(CCN12)C=CC=C3)OC3CCN(CC3)C)C3=CC=CC=C3 (4-(1-methylpiperidin-4-yloxy)-2-phenyl-9,10-dihydro-4H-3,10a-diaza-benzo[f]azulene-1-carboxylic acid methyl ester). As a reaction SMILES: [CH3:1][N:2]1[CH2:7][CH2:6][CH:5]([O:8][CH:9]2[C:18]3[CH:19]=[CH:20][CH:21]=[CH:22][C:17]=3[CH2:16][CH2:15][N:14]3[C:10]2=[N:11][C:12]([C:26]2[CH:31]=[CH:30][CH:29]=[CH:28][CH:27]=2)=[C:13]3[C:23]([OH:25])=[O:24])[CH2:4][CH2:3]1.[CH3:32][Si](C=[N+]=[N-])(C)C.O>CO.C(Cl)Cl>[CH3:32][O:24][C:23]([C:13]1[N:14]2[C:10]([CH:9]([O:8][CH:5]3[CH2:4][CH2:3][N:2]([CH3:1])[CH2:7][CH2:6]3)[C:18]3[CH:19]=[CH:20][CH:21]=[CH:22][C:17]=3[CH2:16][CH2:15]2)=[N:11][C:12]=1[C:26]1[CH:27]=[CH:28][CH:29]=[CH:30][CH:31]=1)=[O:25]. Procedure: To a solution of 4-(1-methylpiperidin-4-yloxy)-2-phenyl-9,10-dihydro-4H-3,10a-diaza-benzo[f]azulene-1-carboxylic acid (example 256B) (50 mg, 0.120 mmole) in MeOH (2 mL) is added a 2M solution of trimethylsilyldiazomethane in CH2Cl2 (0.2 mL). After 2 hours, as the reaction is only partial, a 2M solution of trimethylsilyldiazomethane in CH2Cl2 (0.2 mL) is added and the reaction mixture is heated at 45° C. overnight. Water is added and the aqueous phase is extracted with AcOEt. The organic phase is... The reactants are FC1=C(C=CC(=C1)F)C(CN1N=CN=C1)([C@@H](C)OC1OCCCC1)O ((3R)-2-(2,4-difluorophenyl)-3-(3,4,5,6-tetrahydro-2H-pyran-2-yl)oxy-1-(1H-1,2,4-triazol-1-yl)-2-butanol), C1(=CC=C(C=C1)S(=O)(=O)[O-])C.[NH+]1=CC=CC=C1 (pyridinium p-toluenesulfonate), C1(=CC=C(C=C1)S(=O)(=O)[O-])C.[NH+]1=CC=CC=C1 (pyridinium p-toluenesulfonate). Solvent: C(C)O (ethanol). Conditions: temperature 55 celsius, time 2 hour. Product: FC1=C(C=CC(=C1)F)[C@@](CN1N=CN=C1)([C@@H](C)O)O ((2R,3R)-2-(2,4-difluorophenyl)-1-(1H-1,2,4-triazol-1-yl)-2,3-butanediol). Isolated yield 40.9%. As a reaction SMILES: [F:1][C:2]1[CH:7]=[C:6]([F:8])[CH:5]=[CH:4][C:3]=1[C:9]([OH:25])([C@H:16]([O:18]C1CCCCO1)[CH3:17])[CH2:10][N:11]1[CH:15]=[N:14][CH:13]=[N:12]1.C1(C)C=CC(S([O-])(=O)=O)=CC=1.[NH+]1C=CC=CC=1>C(O)C>[F:1][C:2]1[CH:7]=[C:6]([F:8])[CH:5]=[CH:4][C:3]=1[C@:9]([OH:25])([C@H:16]([OH:18])[CH3:17])[CH2:10][N:11]1[CH:15]=[N:14][CH:13]=[N:12]1 |f:1.2|. Reported procedure: In ethanol (50 ml) were dissolved (3R)-2-(2,4-difluorophenyl)-3-(3,4,5,6-tetrahydro-2H-pyran-2-yl)oxy-1-(1H-1,2,4-triazol-1-yl)-2-butanol (4.4 g) and pyridinium p-toluenesulfonate (0.93 g). The solution was stirred for two hours at 55° C. to which was further added pyridinium p-toluenesulfonate (0.20 g), followed by stirring for further two hours at 55° C. The reaction mixture was cooled, then the solvent was distilled off. To the residue was added ethyl acetate (250 ml), which was washed with w...